The task is: describe an organic reaction: reactants, conditions, products, and yield. This data is from the Open Reaction Database (ORD), a public repository of structured organic reaction records. Starting materials: C1CCOC1, [K+], COc1c(Br)cccc1CN=[N+]=[N-], [OH-], O, c1ccc(P(c2ccccc2)c2ccccc2)cc1. Yields the product COc1c(Br)cccc1CN. As a reaction SMILES: [CH2:35]1[O:36][CH2:37][CH2:38][CH2:39]1.[K+:2].[N:22](=[N+:23]=[N-:24])[CH2:25][c:26]1[c:27]([O:33][CH3:34])[c:28]([Br:32])[cH:29][cH:30][cH:31]1.[OH-:1].[OH2:40].[c:3]1([P:4]([c:5]2[cH:6][cH:7][cH:8][cH:9][cH:10]2)[c:11]2[cH:12][cH:13][cH:14][cH:15][cH:16]2)[cH:17][cH:18][cH:19][cH:20][cH:21]1>>[NH2:22][CH2:25][c:26]1[c:27]([O:33][CH3:34])[c:28]([Br:32])[cH:29][cH:30][cH:31]1. The reactants are Cl, O=C(OC(=O)C(F)(F)F)C(F)(F)F, NC(=O)c1ncc(Cl)cc1F, C1COCCO1, c1ccncc1. Yields the product N#Cc1ncc(Cl)cc1F. RXN SMILES: [ClH:31].[F:18][C:19]([F:20])([F:21])[C:22]([O:23][C:24](=[O:25])[C:26]([F:27])([F:28])[F:29])=[O:30].[F:1][c:2]1[c:3]([C:9](=[O:10])[NH2:11])[n:4][cH:5][c:6]([Cl:8])[cH:7]1.[O:12]1[CH2:13][CH2:14][O:15][CH2:16][CH2:17]1.[cH:32]1[cH:33][cH:34][n:35][cH:36][cH:37]1>>[F:1][c:2]1[c:3]([C:9]#[N:11])[n:4][cH:5][c:6]([Cl:8])[cH:7]1.